From a dataset of the Open Reaction Database (ORD), a public repository of structured organic reaction records. describe an organic reaction: reactants, conditions, products, and yield Starting materials: [Al+3], C1CCOC1, COC(=O)C=Cc1c(F)cc(NC(=O)OC(C)C)cc1F, [H-], [H-], [H-], [H-], [Li+]. Product: CC(C)OC(=O)Nc1cc(F)c(C=CCO)c(F)c1. Reaction SMILES: [Al+3:2].[CH2:28]1[O:29][CH2:30][CH2:31][CH2:32]1.[F:7][c:8]1[c:9]([CH:22]=[CH:23][C:24](=[O:25])[O:26][CH3:27])[c:10]([F:21])[cH:11][c:12]([NH:14][C:15](=[O:16])[O:17][CH:18]([CH3:19])[CH3:20])[cH:13]1.[H-:1].[H-:4].[H-:5].[H-:6].[Li+:3]>>[F:7][c:8]1[c:9]([CH:22]=[CH:23][CH2:24][OH:25])[c:10]([F:21])[cH:11][c:12]([NH:14][C:15](=[O:16])[O:17][CH:18]([CH3:19])[CH3:20])[cH:13]1. Reactants: [Br-], BrCBr, CC[N+](CC)(CC)Cc1ccccc1, O=N[O-], Nc1nnc(SCC(=O)Nc2ccc(C(=O)O)cc2Cl)n1-c1ccc(C2CC2)c2ccccc12, [Na+], O=C(O)C(Cl)Cl. Product: O=C(CSc1nnc(Br)n1-c1ccc(C2CC2)c2ccccc12)Nc1ccc(C(=O)O)cc1Cl. RXN SMILES: [Br-:48].[Br:45][CH2:46][Br:47].[CH2:49]([N+:50]([CH2:51][CH3:52])([CH2:53][CH3:54])[CH2:55][CH3:56])[c:57]1[cH:58][cH:59][cH:60][cH:61][cH:62]1.[N:41]([O-:42])=[O:43].[NH2:7][c:8]1[n:9](-[c:28]2[cH:29][cH:30][c:31]([CH:38]3[CH2:39][CH2:40]3)[c:32]3[cH:33][cH:34][cH:35][cH:36][c:37]23)[c:10]([S:13][CH2:14][C:15](=[O:16])[NH:17][c:18]2[c:19]([Cl:27])[cH:20][c:21]([C:22](=[O:23])[OH:24])[cH:25][cH:26]2)[n:11][n:12]1.[Na+:44].[OH:1][C:2]([CH:3]([Cl:4])[Cl:5])=[O:6]>>[c:8]1([Br:45])[n:9](-[c:28]2[cH:29][cH:30][c:31]([CH:38]3[CH2:39][CH2:40]3)[c:32]3[cH:33][cH:34][cH:35][cH:36][c:37]23)[c:10]([S:13][CH2:14][C:15](=[O:16])[NH:17][c:18]2[c:19]([Cl:27])[cH:20][c:21]([C:22](=[O:23])[OH:24])[cH:25][cH:26]2)[n:11][n:12]1. Reactants: COCC(=O)Cl, O=C(NCC1CCNC1)c1c[nH]c2c(-c3c(OCC4CC4)ccc4c3OCO4)ncnc12. The product is COCC(=O)N1CCC(CNC(=O)c2c[nH]c3c(-c4c(OCC5CC5)ccc5c4OCO5)ncnc23)C1. Reaction SMILES: [CH3:33][O:34][CH2:35][C:36](=[O:37])[Cl:38].[NH:1]1[CH2:2][CH:3]([CH2:6][NH:7][C:8](=[O:9])[c:10]2[cH:11][nH:12][c:13]3[c:14]2[n:15][cH:16][n:17][c:18]3-[c:19]2[c:20]([O:28][CH2:29][CH:30]3[CH2:31][CH2:32]3)[cH:21][cH:22][c:23]3[c:27]2[O:26][CH2:25][O:24]3)[CH2:4][CH2:5]1>>[N:1]1([C:36]([CH2:35][O:34][CH3:33])=[O:37])[CH2:2][CH:3]([CH2:6][NH:7][C:8](=[O:9])[c:10]2[cH:11][nH:12][c:13]3[c:14]2[n:15][cH:16][n:17][c:18]3-[c:19]2[c:20]([O:28][CH2:29][CH:30]3[CH2:31][CH2:32]3)[cH:21][cH:22][c:23]3[c:27]2[O:26][CH2:25][O:24]3)[CH2:4][CH2:5]1. The reactants are C(C)OC=1C=C2C[C@H](N(CC2=CC1OCC)C(=O)OC(C)(C)C)C(=O)O ((S)-1,2,3,4-tetrahydro-6,7-diethoxy-2-(tert-butyloxycarbonyl)-3-isoquinolinecarboxylic Acid), Cl.CC(C)O (HCl IPA). Run in C(C)(=O)OCC (ethyl acetate). Yields the product C(C)OC=1C=C2C[C@H](NCC2=CC1OCC)C(=O)O ((S)-1,2,3,4-tetrahydro-6,7-diethoxy-3-isoquinolinecarboxylic acid). Isolated yield 91.2%. RXN SMILES: [CH2:1]([O:3][C:4]1[CH:5]=[C:6]2[C:11](=[CH:12][C:13]=1[O:14][CH2:15][CH3:16])[CH2:10][N:9](C(OC(C)(C)C)=O)[C@H:8]([C:24]([OH:26])=[O:25])[CH2:7]2)[CH3:2].Cl.CC(O)C>C(OCC)(=O)C>[CH2:1]([O:3][C:4]1[CH:5]=[C:6]2[C:11](=[CH:12][C:13]=1[O:14][CH2:15][CH3:16])[CH2:10][NH:9][C@H:8]([C:24]([OH:26])=[O:25])[CH2:7]2)[CH3:2] |f:1.2|. Procedure: A solution of (S)-1,2,3,4-tetrahydro-6,7-diethoxy-2-(tert-butyloxycarbonyl)-3-isoquinolinecarboxylic acid (example 4) (18.3 g, 0.05 mol), 20% HCl/IPA solution (18.3 g, 0.1 mol) in ethyl acetate (100 mL) was stirred at 40° C. for 3 hrs. The resulting suspension was cooled to room temperature, filtered, and rinsed with ethyl acetate (2×30 mL). The solids were dried under vacuum to give 12.1 g of (S)-1,2,3,4-tetrahydro-6,7-diethoxy-3-isoquinolinecarboxylic acid. Yield 81%. 1H NMR (DMSO-d6) δ: 1.32 ... Starting materials: C(C)OC1=C(C(=CC=C1)O)C(N)=N (2-ethoxy-6-hydroxybenzenecarboximidamide), S(=O)(=O)(N1C=NC=C1)N1C=NC=C1 (1,1′-sulphonyldiimidazole). Solvent: O (water). Product: NC1=NS(OC2=C1C(=CC=C2)OCC)(=O)=O (4-amino-5-ethoxy-1,2,3-benzoxathiazine 2,2-dioxide). As a reaction SMILES: [CH2:1]([O:3][C:4]1[CH:9]=[CH:8][CH:7]=[C:6]([OH:10])[C:5]=1[C:11](=[NH:13])[NH2:12])[CH3:2].[S:14](N1C=CN=C1)(N1C=CN=C1)(=[O:16])=[O:15]>O>[NH2:13][C:11]1[C:5]2[C:4]([O:3][CH2:1][CH3:2])=[CH:9][CH:8]=[CH:7][C:6]=2[O:10][S:14](=[O:16])(=[O:15])[N:12]=1. Procedure details: 0.25 g (1.39 mmol) of 2-ethoxy-6-hydroxybenzenecarboximidamide is stirred without solvent with 0.65 g (3.28 mmol) of 1,1′-sulphonyldiimidazole at 130° C. for 18 hours. Cooling is followed by stirring the mixture with water and removing with dichloromethane. The organic phase is dried over magnesium sulphate and concentrated under reduced pressure. This gives 0.2 g of a pale yellow, crystalline material. Starting materials: C1(=CC=CC=C1)NC1=CC=CC=C1 (diphenylamine), ClCC#CCCl (1,4-dichlorobut-2-yne). Run in C(C)OCC (diethyl ether). Conditions: temperature 85 celsius. Yields the product C1(=CC=CC=C1)N(CC#CCN(C1=CC=CC=C1)C1=CC=CC=C1)C1=CC=CC=C1 (N,N,N',N'-Tetraphenyl-2-butyne-1,4-diamine). The yield is 28.4%. Reaction SMILES: [C:1]1([NH:7][C:8]2[CH:13]=[CH:12][CH:11]=[CH:10][CH:9]=2)[CH:6]=[CH:5][CH:4]=[CH:3][CH:2]=1.Cl[CH2:15][C:16]#[C:17][CH2:18]Cl>C(OCC)C>[C:8]1([N:7]([C:1]2[CH:2]=[CH:3][CH:4]=[CH:5][CH:6]=2)[CH2:15][C:16]#[C:17][CH2:18][N:7]([C:8]2[CH:9]=[CH:10][CH:11]=[CH:12][CH:13]=2)[C:1]2[CH:6]=[CH:5][CH:4]=[CH:3][CH:2]=2)[CH:9]=[CH:10][CH:11]=[CH:12][CH:13]=1. Procedure details: A vigorously stirred mixture of diphenylamine (174 g, 1.03 mol) and 1,4-dichlorobut-2-yne (23 g, 0.19 mol) is heated at 85° C. for 72 hours. The black mixture is allowed to cool to room temperature and is then taken up in diethyl ether. Diphenylamine hydrochloride is removed by filtration and the solvent is removed in vacuo leaving a black oil. The oil is extracted with several 200 ml portions of hot hexane. The extracts are allowed to stand whereupon a solid crystallizes. The solid is collected... Procedure details: 30.5 g (0.112 mole) of 4-acetamido-3-bromophenylacetic acid are heated to 100° C. in 100 ml of 6 N hydrochloric acid until a clear solution forms, and the mixture is subsequently kept at 110° C. for one hour. Cooling is effected, followed by rendering alkaline with a solution of sodium hydroxide and acidifying with glacial acetic acid. The thus-formed flocculent precipitate is suction filtered, washed with water and dried to obtain 23.5 g (91.4% of theory) of 4-amino-3-bromophenylacetic acid (m.... Isolated yield 91.2%. As a reaction SMILES: C([NH:4][C:5]1[CH:10]=[CH:9][C:8]([CH2:11][C:12]([OH:14])=[O:13])=[CH:7][C:6]=1[Br:15])(=O)C.[OH-].[Na+].C(O)(=O)C>Cl>[NH2:4][C:5]1[CH:10]=[CH:9][C:8]([CH2:11][C:12]([OH:14])=[O:13])=[CH:7][C:6]=1[Br:15] |f:1.2|. The reactants are [OH-].[Na+] (sodium hydroxide), C(C)(=O)NC1=C(C=C(C=C1)CC(=O)O)Br (4-acetamido-3-bromophenylacetic acid), C(C)(=O)O (acetic acid). Solvent: Cl (hydrochloric acid). Conditions: time 1 hour. The product is NC1=C(C=C(C=C1)CC(=O)O)Br (4-amino-3-bromophenylacetic acid).